This data is from the Open Reaction Database (ORD), a public repository of structured organic reaction records. The task is: describe an organic reaction: reactants, conditions, products, and yield Starting materials: CN (methylamine), Cl.CN(CCCN=C=NCC)C (1-[3-(dimethylamino)propyl]-3-ethylcarbodiimide hydrochloride), ON1N=NC2=C1C=CC=C2 (1-hydroxybenzotriazole), BrC=1C=C(C=CC1)CC(=O)O (3-bromophenylacetic acid). The solvent is C1CCOC1 (THF), CN(C)C=O (DMF), C(C)N(CC)CC (triethylamine), C(C)(=O)OCC (ethyl acetate). Product: BrC=1C=C(C=CC1)CC(=O)NC (2-(3-bromophenyl)-N-methylacetamide). The yield is 40.6%. Reaction SMILES: [Br:1][C:2]1[CH:3]=[C:4]([CH2:8][C:9]([OH:11])=O)[CH:5]=[CH:6][CH:7]=1.CN.Cl.[CH3:15][N:16](C)CCCN=C=NCC.ON1C2C=CC=CC=2N=N1>C1COCC1.CN(C=O)C.C(OCC)(=O)C.C(N(CC)CC)C>[Br:1][C:2]1[CH:3]=[C:4]([CH2:8][C:9]([NH:16][CH3:15])=[O:11])[CH:5]=[CH:6][CH:7]=1 |f:2.3|. Reported procedure: A mixture of 3-bromophenylacetic acid (3.02 g), a solution (2.0 M; 8.5 ml) of methylamine in THF, 1-[3-(dimethylamino)propyl]-3-ethylcarbodiimide hydrochloride (3.20 g), 1-hydroxybenzotriazole (2.60 g) and triethylamine (2.3 ml) was stirred in DMF (30 ml) at room temperature for 24 h. The reaction mixture was diluted with ethyl acetate, washed successively with water, 1N aqueous sodium hydroxide solution, 1N hydrochloric acid, aqueous sodium hydrogen carbonate and brine, dried (magnesium sulfate... Reactants: NC1=C(C=CC(=C1)Br)NC(OC(C)(C)C)=O (tert-butyl 2-amino-4-bromophenylcarbamate), O=C(CC(=O)OC(C)(C)C)C1=CN=NC=C1 (tert-butyl 3-oxo-3-(pyridazin-4-yl)propanoate). The product is BrC1=CC(=C(C=C1)NC(OC(C)(C)C)=O)NC(CC(C1=CN=NC=C1)=O)=O (Tert-butyl 4-bromo-2-(3-oxo-3-(pyridazin-4-yl)propanamido)phenylcarbamate), solid. Isolated yield 89.0%. RXN SMILES: [NH2:1][C:2]1[CH:7]=[C:6]([Br:8])[CH:5]=[CH:4][C:3]=1[NH:9][C:10](=[O:16])[O:11][C:12]([CH3:15])([CH3:14])[CH3:13].[O:17]=[C:18]([C:27]1[CH:32]=[CH:31][N:30]=[N:29][CH:28]=1)[CH2:19][C:20](OC(C)(C)C)=[O:21]>>[Br:8][C:6]1[CH:5]=[CH:4][C:3]([NH:9][C:10](=[O:16])[O:11][C:12]([CH3:13])([CH3:15])[CH3:14])=[C:2]([NH:1][C:20](=[O:21])[CH2:19][C:18](=[O:17])[C:27]2[CH:32]=[CH:31][N:30]=[N:29][CH:28]=2)[CH:7]=1. Procedure details: The title compound was prepared from the reaction of tert-butyl 2-amino-4-bromophenylcarbamate (Example B1; 1 mmol) and tert-butyl 3-oxo-3-(pyridazin-4-yl)propanoate (Example C1; 1 mmol) according to the general procedure D. Obtained as a yellow solid (89%), MS (EI) 435 [(M+1)+]. Starting materials: P12(=S)SP3(=S)SP(=S)(S1)SP(=S)(S2)S3 (P2S5), FC=1C=C2N=CC(=NC2=CC1)OC1=CC=C(OC(C(=O)NC2=CC=C(C=C2)OC(F)(F)F)C)C=C1 (2-(4-((6-fluoro-2-quinoxalinyl)oxy)phenoxy)-N-(4-(trifluoromethoxy)phenyl)propanamide), C1CCOC1 (THF), pentasulfide. Solvent: O (water), O (water). Run at time 2 hour. The product is FC=1C=C2N=CC(=NC2=CC1)OC1=CC=C(OC(C(NC2=CC=C(C=C2)OC(F)(F)F)=S)C)C=C1 (2-(4-((6-Fluoro-2-quinoxalinyl)oxy)phenoxy)-N-(4-(trifluoromethoxy)phenyl)propanthioamide). Reaction SMILES: [F:1][C:2]1[CH:3]=[C:4]2[C:9](=[CH:10][CH:11]=1)[N:8]=[C:7]([O:12][C:13]1[CH:35]=[CH:34][C:16]([O:17][CH:18]([CH3:33])[C:19]([NH:21][C:22]3[CH:27]=[CH:26][C:25]([O:28][C:29]([F:32])([F:31])[F:30])=[CH:24][CH:23]=3)=O)=[CH:15][CH:14]=1)[CH:6]=[N:5]2.C1COCC1.P12(SP3(SP(SP(S3)(S1)=S)(=S)S2)=S)=[S:42]>O>[F:1][C:2]1[CH:3]=[C:4]2[C:9](=[CH:10][CH:11]=1)[N:8]=[C:7]([O:12][C:13]1[CH:35]=[CH:34][C:16]([O:17][CH:18]([CH3:33])[C:19](=[S:42])[NH:21][C:22]3[CH:27]=[CH:26][C:25]([O:28][C:29]([F:32])([F:31])[F:30])=[CH:24][CH:23]=3)=[CH:15][CH:14]=1)[CH:6]=[N:5]2. Reported procedure: A mixture of 2.0 g (4.1 mmol) of 2-(4-((6-fluoro-2-quinoxalinyl)oxy)phenoxy)-N-(4-(trifluoromethoxy)phenyl)propanamide and 40 ml of dry THF in a 100 ml flask was placed in a water-filled ultrasonic bath. Phosphorous pentasulfide (0.22 g) was added and the mixture sonicated while maintaining the reaction temperature below 40° C. by occasional addition of ice to the water bath. Additional P2S5 (1.76 g) was added in portions at 20 minute intervals over the next hour. Sonication was continued for an... The reactants are CC1(CCC(C2=CC(=CC=C12)O)=O)C (4,4-Dimethyl-7-hydroxy-1-tetralone), [OH-].[K+] (potassium hydroxide), CN(C(=S)Cl)C (N,N-dimethylthiocarbamoyl chloride), [OH-].[K+] (KOH). Run in O (water), O1CCCC1 (tetrahydrofuran). Reaction conditions: time 10 minute. The product is CC1(CCC(C2=CC(=CC=C12)OC(=S)N(C)C)=O)C (4,4-Dimethyl-7-[(dimethylamino)thiocarbonyloxy]-1tetralone). Reaction SMILES: [CH3:1][C:2]1([CH3:14])[C:11]2[C:6](=[CH:7][C:8]([OH:12])=[CH:9][CH:10]=2)[C:5](=[O:13])[CH2:4][CH2:3]1.[OH-].[K+].[CH3:17][N:18]([CH3:22])[C:19](Cl)=[S:20]>O.O1CCCC1>[CH3:1][C:2]1([CH3:14])[C:11]2[C:6](=[CH:7][C:8]([O:12][C:19]([N:18]([CH3:22])[CH3:17])=[S:20])=[CH:9][CH:10]=2)[C:5](=[O:13])[CH2:4][CH2:3]1 |f:1.2|. Procedure: To a solution of 4,4-dimethyl-7-hydroxy-1-tetralone (XIV) (3.07 g, 16.16 mmol) in water (10.77 mL) containing potassium hydroxide (904 mg) cooled below 10° C. was added N,N-dimethylthiocarbamoyl chloride (2.67 g, 21.6 mmol) in tetrahydrofuran (4.30 mL); the reaction temperature kept below 12° C. After 10 minutes, reaction mixture is made basic by the addition of a 10% aqueous KOH solution (5.39 mL). Product is extracted with ethyl acetate (2×50 mL), organic phases concentrated in vacuo and the r... Starting materials: COC=1C=C(C(=O)OC)C=C(C1OC)OC (methyl 3,4,5-trimethoxybenzoate), C(C)N (ethylamine). Run in C(Cl)Cl (methylene chloride). Product: COC=1C=C(C(=O)NCCC2=CC(=CC=C2)C)C=C(C1OC)OC (N-(3,4,5-Trimethoxybenzoyl)-2-(3-methylphenyl) ethylamine). Reaction SMILES: [CH3:1][O:2][C:3]1[CH:4]=[C:5]([CH:10]=[C:11]([O:15][CH3:16])[C:12]=1[O:13][CH3:14])[C:6]([O:8]C)=O.[CH2:17]([NH2:19])[CH3:18]>C(Cl)Cl>[CH3:16][O:15][C:11]1[CH:10]=[C:5]([CH:4]=[C:3]([O:2][CH3:1])[C:12]=1[O:13][CH3:14])[C:6]([NH:19][CH2:17][CH2:18][C:3]1[CH:12]=[CH:11][CH:10]=[C:5]([CH3:6])[CH:4]=1)=[O:8]. Procedure details: A solution of methyl 3,4,5-trimethoxybenzoate (31.3 g, 0.138 mol) and 2-)3-methylphenyl)ethylamine (18.6 g. 0.138 mol) was heated at 180° for 6 h. The dark reaction mixture was taken up in methylene chloride and washed with dilute HCl. The solvent was evaporated and the residue was chromatographed on 150 g of neutral alumina. Elution with methyl chloride/hexane (3:1) removed some by-products and elution with methylene chloride gave nearly pure amide F1 which was recrystallized from i-PrOH to giv... Reactants: CO, O=C(Nc1ccc(CC2CCN(S(=O)(=O)N3CCCCC3)CC2)cc1)C(F)(F)F, [Li+], [OH-], O. The product is Nc1ccc(CC2CCN(S(=O)(=O)N3CCCCC3)CC2)cc1. As a reaction SMILES: [CH3:32][OH:33].[F:1][C:2]([F:3])([F:4])[C:28]([NH:5][c:6]1[cH:7][cH:8][c:9]([CH2:12][CH:13]2[CH2:14][CH2:15][N:16]([S:19](=[O:20])(=[O:21])[N:22]3[CH2:23][CH2:24][CH2:25][CH2:26][CH2:27]3)[CH2:17][CH2:18]2)[cH:10][cH:11]1)=[O:29].[Li+:30].[OH-:31].[OH2:34]>>[NH2:5][c:6]1[cH:7][cH:8][c:9]([CH2:12][CH:13]2[CH2:14][CH2:15][N:16]([S:19](=[O:20])(=[O:21])[N:22]3[CH2:23][CH2:24][CH2:25][CH2:26][CH2:27]3)[CH2:17][CH2:18]2)[cH:10][cH:11]1. The reactants are O=C1C=CNC2=CC=C(C=C12)C#N (4-Oxo-1,4-dihydro-quinoline-6-carbonitrile), P(Br)(Br)Br (phosphorous tribromide). Solvent: ice water, O (water), CN(C)C=O (DMF). Run at time 1 hour. The product is BrC1=CC=NC2=CC=C(C=C12)C#N (4-Bromo-quinoline-6-carbonitrile). The yield is 87.0%. RXN SMILES: O=[C:2]1[C:11]2[C:6](=[CH:7][CH:8]=[C:9]([C:12]#[N:13])[CH:10]=2)[NH:5][CH:4]=[CH:3]1.P(Br)(Br)[Br:15]>CN(C=O)C.O>[Br:15][C:2]1[C:11]2[C:6](=[CH:7][CH:8]=[C:9]([C:12]#[N:13])[CH:10]=2)[N:5]=[CH:4][CH:3]=1. Procedure: To a solution of (b) (12 g, 70.5 mmol) in DMF (75 ml) was added dropwise phosphorous tribromide (8 ml, 84.6 mmol) over five minutes (slightly exothermic). The reaction was allowed to cool to room temperature and was then diluted with ice water (100 ml) and stirred 1 hour then diluted with additional water (300 ml). The product was filtered off, washed with water and air dried to provide 14.3 g of product (87%). Reactants: FC1=C(CBr)C=CC=C1F (2,3-Difluorobenzyl bromide), [C-]#N.[K+] (potassium cyanide). The reagents and catalysts are C1COCCOCCOCCOCCOCCO1 (18-crown-6). Solvent: C(C)OCC (diethyl ether), C(C)#N (acetonitrile). Yields the product FC1=C(CC#N)C=CC=C1F (2,3-difluorobenzyl cyanide). The yield is 100.1%. As a reaction SMILES: [F:1][C:2]1[C:9]([F:10])=[CH:8][CH:7]=[CH:6][C:3]=1[CH2:4]Br.[C-:11]#[N:12].[K+]>C(#N)C.C(OCC)C.C1OCCOCCOCCOCCOCCOC1>[F:1][C:2]1[C:9]([F:10])=[CH:8][CH:7]=[CH:6][C:3]=1[CH2:4][C:11]#[N:12] |f:1.2|. Reported procedure: 2,3-Difluorobenzyl bromide (5 g, 24.2 mmol) in acetonitrile (20 mL) was treated with 18-crown-6 (638 mg, 2.4 mmol) and potassium cyanide (5 g, 77 mmol). The reaction was heated at reflux for 5.5 hours. The reaction was diluted with diethyl ether (100 mL). The resulting organic solution was washed with 1 N NaOH (3×25 mL), dried over anhydrous MgSO4, filtered, and concentrated to afford 3.71 g of crude 2,3-difluorobenzyl cyanide. The reactants are FC1=NC(=CC=C1)F (2,6-difluoropyridine), BrC=1C=CC(=C(C=O)C1)OC (5-bromo-2-methoxybenzaldehyde), C(CCC)[Li] (n-Butyllithium), hexanes, [Cl-].[NH4+] (ammonium chloride). Run in C1CCOC1 (THF), C1CCOC1 (THF), C1CCOC1 (THF), C1CCOC1 (THF). Product: BrC=1C=CC(=C(C1)C(O)C=1C(=NC(=CC1)F)F)OC ((5-bromo-2-methoxyphenyl)(2,6-difluoropyridin-3-yl)methanol). Reaction SMILES: C([Li])CCC.[F:6][C:7]1[CH:12]=[CH:11][CH:10]=[C:9]([F:13])[N:8]=1.[Br:14][C:15]1[CH:16]=[CH:17][C:18]([O:23][CH3:24])=[C:19]([CH:22]=1)[CH:20]=[O:21].[Cl-].[NH4+]>C1COCC1>[Br:14][C:15]1[CH:16]=[CH:17][C:18]([O:23][CH3:24])=[C:19]([CH:20]([C:12]2[C:7]([F:6])=[N:8][C:9]([F:13])=[CH:10][CH:11]=2)[OH:21])[CH:22]=1 |f:3.4|. Reported procedure: DIPA (8.0 mL, 56.6 mmol) was dissolved in dry THF (40 mL) under nitrogen and cooled in a dry ice bath to −78°. n-Butyllithium solution, 2.5 m in hexanes (23.0 mL, 57.5 mmol) was added and the solution stirred for a few minutes prior to dropwise addition of 2,6-difluoropyridine (5.0 mL, 55.1 mmol) in dry THF (10 mL) via an addition funnel over 10 minutes. The pale yellow solution was stirred for 30 minutes then additional dry THF (70 mL) was added dropwise via an addition funnel. Solid 5-bromo-2-...